From a dataset of the Open Reaction Database (ORD), a public repository of structured organic reaction records. describe an organic reaction: reactants, conditions, products, and yield Starting materials: [H-].[Ca+2].[H-] (calcium hydride), intermediate 1, C(C)OC(=O)C=1N=C(NC(C1OCC1=CC=CC=C1)=O)SC (5-benzyloxy-2-methylsulfanyl-6-oxo-1,6-dihydro-pyrimidine-4-carboxylic acid ethyl ester), BrCC(=O)OC (methyl bromoacetate). Run in O1CCCC1 (tetrahydrofuran). The product is C(C)OC(=O)C=1N=C(N(C(C1OCC1=CC=CC=C1)=O)CC(=O)OC)SC (5-Benzyloxy-1-methoxycarbonylmethyl-2-methylsulfanyl-6-oxo-1,6-dihydro-pyrimidine-4-carboxylic acid ethyl ester). Isolated yield 44.9%. Reaction SMILES: [CH2:1]([O:3][C:4]([C:6]1[N:7]=[C:8]([S:21][CH3:22])[NH:9][C:10](=[O:20])[C:11]=1[O:12][CH2:13][C:14]1[CH:19]=[CH:18][CH:17]=[CH:16][CH:15]=1)=[O:5])[CH3:2].Br[CH2:24][C:25]([O:27][CH3:28])=[O:26].[H-].[Ca+2].[H-]>O1CCCC1>[CH2:1]([O:3][C:4]([C:6]1[N:7]=[C:8]([S:21][CH3:22])[N:9]([CH2:24][C:25]([O:27][CH3:28])=[O:26])[C:10](=[O:20])[C:11]=1[O:12][CH2:13][C:14]1[CH:19]=[CH:18][CH:17]=[CH:16][CH:15]=1)=[O:5])[CH3:2] |f:2.3.4|. Reported procedure: A solution of intermediate 1, 5-benzyloxy-2-methylsulfanyl-6-oxo-1,6-dihydro-pyrimidine-4-carboxylic acid ethyl ester, (2.00 g, 6.24 mmol) in dry tetrahydrofuran (100 ml) was treated with methyl bromoacetate (1.05 g, 6.86 mmol) followed by powdered calcium hydride (0.59 g, 14.0 mmol) and the resulting mixture was heated under reflux for 18 h. The reaction mixture was then cooled, quenched by the addition of a few drops of acetic acid and concentrated in vacuo. The residue was then diluted with e... The reactants are two, C(C)OC(=O)C1=C[C@H]([C@H]([C@@H](C1)N)O)O ((3R,4S,5R)-5-amino-3,4-dihydroxy-cyclohex-1-enecarboxylic acid ethyl ester), CS(=O)(=O)O (methanesulfonic acid). Run in CCC(CC)=O (3-pentanon), C(C)(=O)OCC (ethyl acetate). Product: C(C)OC(=O)C1=C[C@@H]2[C@@H](OC(O2)(CC)CC)[C@@H](C1)N ((3aR,7R,7aS)-7-Amino-2,2-diethyl-3a,6,7,7a-tetrahydro-benzo [1,3]dioxole-5-carboxylic acid ethyl ester). Yield: 174.4%. RXN SMILES: [CH2:1]([O:3][C:4]([C:6]1[CH2:11][C@@H:10]([NH2:12])[C@H:9]([OH:13])[C@H:8]([OH:14])[CH:7]=1)=[O:5])[CH3:2].CS(O)(=O)=O>CCC(=O)CC.C(OCC)(=O)C>[CH2:1]([O:3][C:4]([C:6]1[CH2:11][C@@H:10]([NH2:12])[C@@H:9]2[O:13][C:6]([CH2:11][CH3:10])([CH2:7][CH3:8])[O:14][C@@H:8]2[CH:7]=1)=[O:5])[CH3:2]. Procedure details: In a 25 ml two necked round bottom flask equipped with a dean stark separator, a reflux condenser, a thermometer, a magnetic stirrer and an inert gas supply, 0.90 g (4.47 mmol) (3R,4S,5R)-5-amino-3,4-dihydroxy-cyclohex-1-enecarboxylic acid ethyl ester was suspended in 9.0 ml 3-pentanon, 0.32 ml (4.92 mmol) methanesulfonic acid was added, the mixture was heated to reflux, with a dean stark separator for 2 hours. The reaction mixture was cooled to r.t., diluted with 9.0 ml ethyl acetate and the mi... Starting materials: C(=O)C=1C=C(C=CC1)C1=C(C=C(C=C1)C(=O)N)C (3′-formyl-2-methyl-4-biphenylcarboxamide), Cl.CC1(CCC(CC1)CN)C (4,4-dimethylcyclohexylmethylamine hydrochloride), O (Water), C(C)(=O)O[BH-](OC(C)=O)OC(C)=O.[Na+] (Sodium triacetoxyborohydride). Reagents/catalysts: C(C)(=O)O (acetic acid). The solvent is CO (methanol). Reaction conditions: time 30 minute. Product: Cl.CC1(CCC(CC1)CNCC=1C=C(C=CC1)C1=C(C=C(C=C1)C(=O)N)C)C (3′-({[(4,4-dimethylcyclohexyl)methyl]amino}methyl)-2-methyl-4-biphenylcarboxamide hydrochloride). As a reaction SMILES: [CH:1]([C:3]1[CH:4]=[C:5]([C:9]2[CH:14]=[CH:13][C:12]([C:15]([NH2:17])=[O:16])=[CH:11][C:10]=2[CH3:18])[CH:6]=[CH:7][CH:8]=1)=O.[ClH:19].[CH3:20][C:21]1([CH3:29])[CH2:26][CH2:25][CH:24]([CH2:27][NH2:28])[CH2:23][CH2:22]1.C(O[BH-](OC(=O)C)OC(=O)C)(=O)C.[Na+].O>C(O)(=O)C.CO>[ClH:19].[CH3:20][C:21]1([CH3:29])[CH2:26][CH2:25][CH:24]([CH2:27][NH:28][CH2:1][C:3]2[CH:4]=[C:5]([C:9]3[CH:14]=[CH:13][C:12]([C:15]([NH2:17])=[O:16])=[CH:11][C:10]=3[CH3:18])[CH:6]=[CH:7][CH:8]=2)[CH2:23][CH2:22]1 |f:1.2,3.4,8.9|. Procedure: A mixture of 3′-formyl-2-methyl-4-biphenylcarboxamide (0.15 g, 0.63 mmol; Ex. IX-23), 4,4-dimethylcyclohexylmethylamine hydrochloride (0.28 g, 1.6 mmol; Ex III-1) and acetic acid (4 drops) in methanol was stirred at room temperature for 30 min. Sodium triacetoxyborohydride (0.34 g, 1.6 mmol) was added in one portion and the mixture was stirred at room temperature for 72 hr. Water (10 mL) was added and the mixture was stirred at room temperature for 2 hr. The mixture was concentrated in vacuo to ... Reactants: NC1CC(C1)O (3-Amino-cyclobutanol), C(C1=CC=CC=C1)OC1=NC=CC2=CC(=C(C=C12)Cl)F (1-Benzyloxy-7-chloro-6-fluoro-isoquinoline), [H-].[Na+] (sodium hydride). Run in CC(=O)N(C)C (dimethyl acetamide), CC(=O)N(C)C (dimethyl acetamide), CC(=O)N(C)C (dimethyl acetamide). Conditions: time 2 hour. The product is C(C1=CC=CC=C1)OC1=NC=CC2=CC(=C(C=C12)Cl)OC1CC(C1)N (3-(1-Benzyloxy-7-chloro-isoquinolin-6-yloxy)-cyclobutylamine). The yield is 30.5%. Reaction SMILES: [H-].[Na+].[NH2:3][CH:4]1[CH2:7][CH:6]([OH:8])[CH2:5]1.[CH2:9]([O:16][C:17]1[C:26]2[C:21](=[CH:22][C:23](F)=[C:24]([Cl:27])[CH:25]=2)[CH:20]=[CH:19][N:18]=1)[C:10]1[CH:15]=[CH:14][CH:13]=[CH:12][CH:11]=1>CC(N(C)C)=O>[CH2:9]([O:16][C:17]1[C:26]2[C:21](=[CH:22][C:23]([O:8][CH:6]3[CH2:7][CH:4]([NH2:3])[CH2:5]3)=[C:24]([Cl:27])[CH:25]=2)[CH:20]=[CH:19][N:18]=1)[C:10]1[CH:11]=[CH:12][CH:13]=[CH:14][CH:15]=1 |f:0.1|. Procedure details: To a suspension of 459 mg (11.5 mmol) of sodium hydride (60%) in 16 mL of dimethyl acetamide was added a solution of 333 mg (3.82 mmol) of 3-amino-cyclobutanol (50) in 8 ml of dimethyl acetamide. After stirring for 60 min at room temperature a solution of 1.00 g (3.48 mmol) of 1-benzyloxy-7-chloro-6-fluoro-isoquinoline (11) in 16 ml of dimethyl acetamide was added and stirring was continued first at room temperature, then for 2 h at 50° C. until the reaction went to completion. The reaction was ... The reactants are [N+](=O)([O-])C1=CC=C(C(=O)Cl)C=C1 (4-nitrobenzoylchloride), C1(=CC=CC=C1)C(CC)NC(=O)C=1C=C2C=CNC2=CC1 (N-(1-phenylpropyl)-1H-indole-5-carboxamide). Product: [N+](=O)([O-])C1=CC=C(C(=O)N2C=CC3=CC(=CC=C23)C(=O)NC(CC)C2=CC=CC=C2)C=C1 (1-(4-nitrobenzoyl)-N-(1-phenylpropyl)-1H-indole-5-carboxamide). As a reaction SMILES: [N+:1]([C:4]1[CH:12]=[CH:11][C:7]([C:8](Cl)=[O:9])=[CH:6][CH:5]=1)([O-:3])=[O:2].[C:13]1([CH:19]([NH:22][C:23]([C:25]2[CH:26]=[C:27]3[C:31](=[CH:32][CH:33]=2)[NH:30][CH:29]=[CH:28]3)=[O:24])[CH2:20][CH3:21])[CH:18]=[CH:17][CH:16]=[CH:15][CH:14]=1>>[N+:1]([C:4]1[CH:12]=[CH:11][C:7]([C:8]([N:30]2[C:31]3[C:27](=[CH:26][C:25]([C:23]([NH:22][CH:19]([C:13]4[CH:14]=[CH:15][CH:16]=[CH:17][CH:18]=4)[CH2:20][CH3:21])=[O:24])=[CH:33][CH:32]=3)[CH:28]=[CH:29]2)=[O:9])=[CH:6][CH:5]=1)([O-:3])=[O:2]. Reported procedure: The title compound was prepared following the same general protocol as described in Example 25, using 4-nitrobenzoylchloride and N-(1-phenylpropyl)-1H-indole-5-carboxamide. LC-MS 428 (M+H) The reactants are CC1OCC(O1)(C)C=1C=C(C=CC1)SC1=CC=C(C=C1)C(C)=O (4'-[3-(2,4-dimethyl-1,3-dioxolan-4-yl)phenylthio]acetophenone), Cl.NO (hydroxylamine hydrochloride). Yields the product CC1OCC(O1)(C)C=1C=C(C=CC1)SC1=CC=C(C=C1)C(C)=NO (4'-[3-(2,4-dimethyl-1,3-dioxolan-4-yl)phenylthio]acetophenone oxime). Yield: 82.0%. RXN SMILES: [CH3:1][CH:2]1[O:6][C:5]([C:8]2[CH:9]=[C:10]([S:14][C:15]3[CH:20]=[CH:19][C:18]([C:21](=O)[CH3:22])=[CH:17][CH:16]=3)[CH:11]=[CH:12][CH:13]=2)([CH3:7])[CH2:4][O:3]1.Cl.[NH2:25][OH:26]>>[CH3:1][CH:2]1[O:6][C:5]([C:8]2[CH:9]=[C:10]([S:14][C:15]3[CH:20]=[CH:19][C:18]([C:21](=[N:25][OH:26])[CH3:22])=[CH:17][CH:16]=3)[CH:11]=[CH:12][CH:13]=2)([CH3:7])[CH2:4][O:3]1 |f:1.2|. Reported procedure: Using an analogous procedure to that described in Example 68, 4'-[3-(2,4-dimethyl-1,3-dioxolan-4-yl)phenylthio]acetophenone was reacted with hydroxylamine hydrochloride to give 4'-[3-(2,4-dimethyl-1,3-dioxolan-4-yl)phenylthio]acetophenone oxime in 82% yield as a gum. Starting materials: Br, CN(C)CCCO, CN(C)C(N)=S. Yields the product CN(C)CCCSC(=N)N(C)C. RXN SMILES: [BrH:14].[CH3:1][N:2]([CH2:3][CH2:4][CH2:5][OH:6])[CH3:7].[CH3:8][N:9]([C:10](=[S:11])[NH2:12])[CH3:13]>>[CH3:1][N:2]([CH2:3][CH2:4][CH2:5][S:11][C:10]([N:9]([CH3:8])[CH3:13])=[NH:12])[CH3:7]. Reactants: CC(C)(C)[Si](C)(C)OCCn1ccc2c(Cl)nc(N)nc21, CCCCO, NNC(=O)c1ccco1. The product is CC(C)(C)[Si](C)(C)OCCn1ccc2c(NNC(=O)c3ccco3)nc(N)nc21. Reaction SMILES: [C:1]([CH3:2])([CH3:3])([CH3:4])[Si:5]([O:6][CH2:7][CH2:8][n:9]1[cH:10][cH:11][c:12]2[c:13]1[n:14][c:15]([NH2:19])[n:16][c:17]2[Cl:18])([CH3:20])[CH3:21].[CH2:31]([OH:32])[CH2:33][CH2:34][CH3:35].[o:22]1[c:23]([C:27](=[O:28])[NH:29][NH2:30])[cH:24][cH:25][cH:26]1>>[C:1]([CH3:2])([CH3:3])([CH3:4])[Si:5]([O:6][CH2:7][CH2:8][n:9]1[cH:10][cH:11][c:12]2[c:13]1[n:14][c:15]([NH2:19])[n:16][c:17]2[NH:30][NH:29][C:27]([c:23]1[o:22][cH:26][cH:25][cH:24]1)=[O:28])([CH3:20])[CH3:21]. Reactants: C(C1=CC=CC=C1)O[C@@H](CNC(CC(=O)N[C@H]1C(NC2=C(CC1)C=CC=C2)=O)(C)C)C (3-[2(R)-Benzyloxypropyl]amino-3-methyl-N-[2,3,4,5-tetrahydro-2-oxo-1H-1-benzazepin-3(R)-yl]-butanamide), FC(C(=O)O)(F)F (trifluoroacetic acid). Reagents/catalysts: [Pd] (palladium on carbon), CO (methanol). The product is O[C@@H](CNC(CC(=O)N[C@H]1C(NC2=C(CC1)C=CC=C2)=O)(C)C)C (3-[2(R)-Hydroxypropyl]amino-3-methyl-N-[2,3,4,5-tetrahydro-2-oxo-1H-1-benzazepin-3(R)-yl]-butanamide). Isolated yield 95.7%. Reaction SMILES: C([O:8][C@H:9]([CH3:31])[CH2:10][NH:11][C:12]([CH3:30])([CH3:29])[CH2:13][C:14]([NH:16][C@@H:17]1[CH2:23][CH2:22][C:21]2[CH:24]=[CH:25][CH:26]=[CH:27][C:20]=2[NH:19][C:18]1=[O:28])=[O:15])C1C=CC=CC=1.FC(F)(F)C(O)=O>CO.[Pd]>[OH:8][C@H:9]([CH3:31])[CH2:10][NH:11][C:12]([CH3:30])([CH3:29])[CH2:13][C:14]([NH:16][C@@H:17]1[CH2:23][CH2:22][C:21]2[CH:24]=[CH:25][CH:26]=[CH:27][C:20]=2[NH:19][C:18]1=[O:28])=[O:15]. Reported procedure: A solution of 750 mg (1.40 mmol) of the intermediate obtained in Step A in methanol containing 2 drops of trifluoroacetic acid was hydrogenated at room temperature and 40 psi in the presence of 300 mg of 30% palladium on carbon for 3 days. The catalyst was removed by filtration through Celite and the filtrate concentrated under vacuum to give 600 mg (1.34 mmol, 96%) of product. 1H NMR (200 MHz, CD3OD): 1.22 (d,7 Hz,3H), 1.37 (s,3H), 1.39 (s,3H), 2.14 (m,1H), 2.3-3.0 (m,6H), 3.09 (dd;2,11 Hz;1H),... Starting materials: C(C(=O)Cl)(=O)Cl (oxalyl chloride), CC(CC=1OC2=C(N1)C=C(C=C2)CC(=O)O)(C)C ([(2,2-dimethylpropyl)benzoxazol-5yl]acetic acid), NC1=C(C(=NS1)C)Cl (5-amino-4-chloro-3-methylisothiazole). Reagents/catalysts: CN(C=O)C (N,N-dimethylformamide). The solvent is ClCCl (dichloromethane), C(C)(=O)OCC (ethyl acetate). Run at time 2 hour. The product is ClC=1C(=NSC1NC(CC=1C=CC2=C(N=C(O2)CC(C)(C)C)C1)=O)C (N-(4-chloro-3-methylisothiazol-5-yl)-[2-(2,2-dimethylpropyl)benzoxazol-5-yl]acetamide). Isolated yield 28.7%. RXN SMILES: [CH3:1][C:2]([CH3:18])([CH3:17])[CH2:3][C:4]1[O:5][C:6]2[CH:12]=[CH:11][C:10]([CH2:13][C:14]([OH:16])=O)=[CH:9][C:7]=2[N:8]=1.C(Cl)(=O)C(Cl)=O.[NH2:25][C:26]1[S:30][N:29]=[C:28]([CH3:31])[C:27]=1[Cl:32]>ClCCl.CN(C)C=O.C(OCC)(=O)C>[Cl:32][C:27]1[C:28]([CH3:31])=[N:29][S:30][C:26]=1[NH:25][C:14](=[O:16])[CH2:13][C:10]1[CH:11]=[CH:12][C:6]2[O:5][C:4]([CH2:3][C:2]([CH3:1])([CH3:18])[CH3:17])=[N:8][C:7]=2[CH:9]=1. Reported procedure: [2-(2,2-Dimethylpropyl)benzoxazol-5-yl]acetic acid [from step 7] (0.800 g, 0.003 mole) was suspended in dichloromethane (10 ml) and N,N-dimethylformamide (one drop) and oxalyl chloride (0.451 g, 0.004 mole) were added sequentially. The mixture was stirred for 2 hour and then the solvent was removed in vacuo. The residue was taken up in xylene (10 ml), 5-amino-4-chloro-3-methylisothiazole [from step 1] (0.829 g, 0.006 mole) was added and then the mixture was heated under reflux for 2 hours. The m...